From a dataset of the Open Reaction Database (ORD), a public repository of structured organic reaction records. describe an organic reaction: reactants, conditions, products, and yield Reactants: C1(=CC=C(C=C1)S(=O)(=O)[O-])C.[NH+]1=CC=CC=C1 (pyridinium para-toluenesulfonate), C([C@H](O)C)(=O)OC (methyl (R)-(+)-lactate), C(=C)OCC(C)C (isobutyl vinyl ether). Run in C(C)(=O)OCC (ethyl acetate). Run at time 3 hour. Yields the product C(C(C)C)OC(C)O[C@@H](C(=O)OC)C (Methyl (R)-(+)-2-(1-Isobutoxyethoxy)propionate). The yield is 95.0%. Reaction SMILES: C1(C)C=CC(S([O-])(=O)=O)=CC=1.[NH+]1C=CC=CC=1.[C:18]([O:23][CH3:24])(=[O:22])[C@@H:19]([CH3:21])[OH:20].[CH:25]([O:27][CH2:28][CH:29]([CH3:31])[CH3:30])=[CH2:26]>C(OCC)(=O)C>[CH2:28]([O:27][CH:25]([O:20][C@H:19]([CH3:21])[C:18]([O:23][CH3:24])=[O:22])[CH3:26])[CH:29]([CH3:31])[CH3:30] |f:0.1|. Procedure details: A catalytic amount of pyridinium para-toluenesulfonate was added to 20.8 g (0.2 mole) of methyl (R)-(+)-lactate and 22.0 g (0.22 mole) of isobutyl vinyl ether. The resulting mixture was stirred at room temperature for 3 hours to give rise to a reaction. Thereto was added 100 ml of ethyl acetate, followed by washing with 100 ml of a saturated aqueous sodium hydrogen carbonate solution, 40 ml of water and 40 ml of a saturated aqueous sodium chloride solution in this order. The washed material was ... The reactants are BrC=1C=C2C=CC(C(C2=CC1)(F)F)(F)F (6-bromo-1,1,2,2-tetrafluoro-1,2-dihydronaphthalene), O (water), O.O.O.O.O.[OH-].C[N+](C)(C)C (tetramethylammonium hydroxide pentahydrate), solid. The reagents and catalysts are [Zn] (Zinc). The solvent is C1CCOC1 (THF). Run at time 2 hour. Product: BrC=1C=C2C=CC(=C(C2=CC1)F)F (6-bromo-1,2-difluoronaphthalene). Reaction SMILES: [Br:1][C:2]1[CH:3]=[C:4]2[C:9](=[CH:10][CH:11]=1)[C:8](F)([F:12])[C:7](F)([F:14])[CH:6]=[CH:5]2.O.O.O.O.O.O.[OH-].C[N+](C)(C)C>[Zn].C1COCC1>[Br:1][C:2]1[CH:3]=[C:4]2[C:9](=[CH:10][CH:11]=1)[C:8]([F:12])=[C:7]([F:14])[CH:6]=[CH:5]2 |f:2.3.4.5.6.7.8|. Reported procedure: Zinc (0.89 g, 14 mmol) was added to a stirred mixture of 2.4 g (8.7 mmol) of 6-bromo-1,1,2,2-tetrafluoro-1,2-dihydronaphthalene, 4 ml of water, 6 ml of THF, and 7.6 g of tetramethylammonium hydroxide pentahydrate that was cooled in an ice bath. The mixture was allowed to warm to room temperature. After 2 hours, the zinc was filtered, and the phases were separated. The aqueous layer was extracted three times with hexanes. The combined organic phase was washed three times with brine, stirred over ... Starting materials: C1CCOC1, CC(N)C(=O)O, COC(=O)Cl, [Na+], [Na+], O=C([O-])[O-]. Yields the product COC(=O)NC(C)C(=O)O. As a reaction SMILES: [CH2:7]1[O:8][CH2:9][CH2:10][CH2:11]1.[CH3:1][CH:2]([NH2:3])[C:4]([OH:5])=[O:6].[Cl:12][C:13](=[O:14])[O:15][CH3:16].[Na+:17].[Na+:18].[O-:19][C:20](=[O:21])[O-:22]>>[CH3:1][CH:2]([NH:3][C:13](=[O:14])[O:15][CH3:16])[C:4]([OH:5])=[O:6]. Reactants: [Na] (sodium), C1OC=2C=C(CO)C=CC2O1 (3,4-methylendioxybenzylalcohol), BrCC(=CCBr)C (1,4-dibromo-2-methyl-2-butene). The solvent is COCCOC (1,2-dimethoxyethane). Run at time 15 minute. The product is BrCC(=CCOCC1=CC2=C(OCO2)C=C1)C (5-[(4-Bromo-3-methyl-2-butenyloxy)-methyl]-1,3-benzodioxol). Reaction SMILES: [Na].[CH2:2]1[O:12][C:11]2[CH:10]=[CH:9][C:6]([CH2:7][OH:8])=[CH:5][C:4]=2[O:3]1.[Br:13][CH2:14][C:15]([CH3:19])=[CH:16][CH2:17]Br>COCCOC>[Br:13][CH2:14][C:15]([CH3:19])=[CH:16][CH2:17][O:8][CH2:7][C:6]1[CH:9]=[CH:10][C:11]2[O:12][CH2:2][O:3][C:4]=2[CH:5]=1 |^1:0|. Procedure: 8.7 g (0.05 mol) of sodium salt of the 3,4-methylendioxybenzylalcohol are added at 0° during the course of 15 minutes and while stirring to 12.5 g (0.055 mol) of 1,4-dibromo-2-methyl-2-butene which is dissolved in 100 cc of 1,2-dimethoxyethane. The mixture is stirred at 20°-25° for 16 hours and at 50° for 15 minutes. The solvent is then distilled off at reduced pressure and 100 cc amounts of water and ether are added to the residue. The aqueous phase is separated in a separatory funnel, the ethe... The reactants are O=C([O-])[O-], CN(C)C=O, O=C1Nc2cnc(Cl)nc2N(CCc2cccs2)CC1(F)F, [Cs+], [Cs+], CI. The product is CN1C(=O)C(F)(F)CN(CCc2cccs2)c2nc(Cl)ncc21. Reaction SMILES: [C:23](=[O:24])([O-:25])[O-:26].[CH3:31][N:32]([CH3:33])[CH:34]=[O:35].[Cl:1][c:2]1[n:3][cH:4][c:5]2[c:6]([n:22]1)[N:7]([CH2:15][CH2:16][c:17]1[s:18][cH:19][cH:20][cH:21]1)[CH2:8][C:9]([F:13])([F:14])[C:10](=[O:12])[NH:11]2.[Cs+:27].[Cs+:28].[I:29][CH3:30]>>[Cl:1][c:2]1[n:3][cH:4][c:5]2[c:6]([n:22]1)[N:7]([CH2:15][CH2:16][c:17]1[s:18][cH:19][cH:20][cH:21]1)[CH2:8][C:9]([F:13])([F:14])[C:10](=[O:12])[N:11]2[CH3:23]. Starting materials: Cc1cnn(C)c1-c1cc(C(=O)O)sc1C, CC(C)(C)OC(=O)NC(Cc1ccccc1C(F)(F)F)C(=O)O, CCN(C(C)C)C(C)C, ClC(Cl)Cl, NC(Cc1cccc(C(F)(F)F)c1)CN1C(=O)c2ccccc2C1=O. The product is Cc1cnn(C)c1-c1cc(C(=O)NC(Cc2cccc(C(F)(F)F)c2)CN2C(=O)c3ccccc3C2=O)sc1C. RXN SMILES: [CH3:1][n:2]1[n:3][cH:4][c:5]([CH3:16])[c:6]1-[c:7]1[cH:8][c:9]([C:13](=[O:14])[OH:15])[s:10][c:11]1[CH3:12].[CH3:42][C:43]([O:44][C:45]([NH:46][CH:47]([C:48]([OH:49])=[O:50])[CH2:51][c:52]1[cH:53][cH:54][cH:55][cH:56][c:57]1[C:58]([F:59])([F:60])[F:61])=[O:62])([CH3:63])[CH3:64].[CH:65]([N:66]([CH2:67][CH3:68])[CH:69]([CH3:70])[CH3:71])([CH3:72])[CH3:73].[CH:74]([Cl:75])([Cl:76])[Cl:77].[NH2:17][CH:18]([CH2:19][N:20]1[C:21](=[O:30])[c:22]2[cH:23][cH:24][cH:25][cH:26][c:27]2[C:28]1=[O:29])[CH2:31][c:32]1[cH:33][c:34]([C:38]([F:39])([F:40])[F:41])[cH:35][cH:36][cH:37]1>>[CH3:1][n:2]1[n:3][cH:4][c:5]([CH3:16])[c:6]1-[c:7]1[cH:8][c:9]([C:13](=[O:15])[NH:17][CH:18]([CH2:19][N:20]2[C:21](=[O:30])[c:22]3[cH:23][cH:24][cH:25][cH:26][c:27]3[C:28]2=[O:29])[CH2:31][c:32]2[cH:33][c:34]([C:38]([F:39])([F:40])[F:41])[cH:35][cH:36][cH:37]2)[s:10][c:11]1[CH3:12]. Reactants: [I-].[Na+] (Sodium iodide), ClC=1C=2N(C=CC1)C(=C(N2)C2CC2)C(C2=CC1=C(/C(/C3=C(OC1)C=C(C=C3)F)=C(\C#N)/C)C=C2)O ((E)-2-{8-[(8-chloro-2-cyclopropylimidazo[1,2-a]pyridin-3-yl)(hydroxy)methyl]-3-fluorodibenzo[b,e]oxepin-11(6H)-ylidene}propanenitrile), Cl[Si](C)(C)Cl (dichlorodimethylsilane), S(=S)(=O)([O-])[O-].[Na+].[Na+] (sodium thiosulfate), C(O)([O-])=O.[Na+] (sodium hydrogen carbonate). The solvent is CC(=O)C (acetone), ClCCl (dichloromethane), ClCCl (dichloromethane). Run at time 15 minute. The product is ClC=1C=2N(C=CC1)C(=C(N2)C2CC2)CC2=CC1=C(/C(/C3=C(OC1)C=C(C=C3)F)=C(\C#N)/C)C=C2 ((E)-2-{8-[(8-chloro-2-cyclopropylimidazo[1,2-a]pyridin-3-yl)methyl]-3-fluorodibenzo[b,e]oxepin-11(6H)-ylidene}propanenitrile). Isolated yield 96.4%. RXN SMILES: [I-].[Na+].Cl[Si](Cl)(C)C.[Cl:8][C:9]1[C:10]2[N:11]([C:15]([CH:21](O)[C:22]3[CH:41]=[CH:40][C:25]4/[C:26](=[C:36](/[CH3:39])\[C:37]#[N:38])/[C:27]5[CH:34]=[CH:33][C:32]([F:35])=[CH:31][C:28]=5[O:29][CH2:30][C:24]=4[CH:23]=3)=[C:16]([CH:18]3[CH2:20][CH2:19]3)[N:17]=2)[CH:12]=[CH:13][CH:14]=1.S([O-])([O-])(=O)=S.[Na+].[Na+].C(=O)([O-])O.[Na+]>ClCCl.CC(C)=O>[Cl:8][C:9]1[C:10]2[N:11]([C:15]([CH2:21][C:22]3[CH:41]=[CH:40][C:25]4/[C:26](=[C:36](/[CH3:39])\[C:37]#[N:38])/[C:27]5[CH:34]=[CH:33][C:32]([F:35])=[CH:31][C:28]=5[O:29][CH2:30][C:24]=4[CH:23]=3)=[C:16]([CH:18]3[CH2:20][CH2:19]3)[N:17]=2)[CH:12]=[CH:13][CH:14]=1 |f:0.1,4.5.6,7.8|. Reported procedure: [step 4] Sodium iodide (4.63 g, 30.9 mmol) was suspended in a mixed solution of dichloromethane (15 mL)-acetone (15 mL), dichlorodimethylsilane (1.84 mL, 15.4 mmol) was added under ice-cooling, and the mixture was stirred for 15 min. Under ice-cooling, a solution (15 mL) of (E)-2-{8-[(8-chloro-2-cyclopropylimidazo[1,2-a]pyridin-3-yl)(hydroxy)methyl]-3-fluorodibenzo[b,e]oxepin-11(6H)-ylidene}propanenitrile (1.5 g, 3.09 mmol) obtained in step 3 in dichloromethane was added, and the mixture was sti...